This data is from the Open Reaction Database (ORD), a public repository of structured organic reaction records. The task is: describe an organic reaction: reactants, conditions, products, and yield Reactants: C(C=C)Br (allyl bromide), [Br-] (bromide), BrCCBr (1,2-dibromoethane), COCCOCCOC1=CC=C(C=C1)Br (4-[2-(2-methoxyethoxy)ethoxy]bromobenzene), [Mg] (magnesium), [Mg] (Magnesium). Solvent: C1=CC=CC=C1 (benzene), C(C)OCC (ethyl ether), O1CCCC1 (THF), O1CCCC1 (tetrahydrofuran). Run at temperature -78 celsius. The product is COCCOCCOC1=CC=C(C=C1)CC=C (3-(4-[2-(2-methoxyethoxy) ethoxy]phenyl]-1-propene). Yield: 47.1%. RXN SMILES: [Mg].[CH3:2][O:3][CH2:4][CH2:5][O:6][CH2:7][CH2:8][O:9][C:10]1[CH:15]=[CH:14][C:13](Br)=[CH:12][CH:11]=1.BrCCBr.[Br-].[CH2:22](Br)[CH:23]=[CH2:24]>O1CCCC1.C(OCC)C.C1C=CC=CC=1>[CH3:2][O:3][CH2:4][CH2:5][O:6][CH2:7][CH2:8][O:9][C:10]1[CH:15]=[CH:14][C:13]([CH2:24][CH:23]=[CH2:22])=[CH:12][CH:11]=1. Procedure details: Magnesium turnings (0.83g, 0.032 mol) and 10 mL of anhydrous tetrahydrofuran (THF) were placed in a dry 3-necked round bottom flask. The mixture was stirred under reflux in an argon atmosphere for about 20 minutes. The previously prepared 4-[2-(2-methoxyethoxy)ethoxy]bromobenzene (7-Og, 0.025 mol) in 30 mL of anhydrous THF was slowly dripped into the stirring magnesium mixture. A small amount (about 0.1 mL) of 1,2-dibromoethane was initially added to start the Grignard reaction. After the bromid... Reactants: ClC1=CC=C(C=C1)C1=CC(=NN1C1=C(C=CC=C1)OC)C1CC(OC(C1)(C)C)(C)C (5-(4-Chloro-phenyl)-1-(2-methoxy-phenyl)-3-(2,2,6,6-tetramethyl-tetrahydro-pyran-4-yl)-1H-pyrazole), solution, B(Br)(Br)Br (boron tribromide). Solvent: C(Cl)Cl (DCM), C(Cl)Cl (DCM). The product is ClC1=CC=C(C=C1)C1=CC(=NN1C1=C(C=CC=C1)O)C1CC(OC(C1)(C)C)(C)C (2-(5-(4-Chlorophenyl)-3-(2,2,6,6-tetramethyltetrahydro-2H-pyran-4-yl)-1H-pyrazol-1-yl)phenol). Isolated yield 58.4%. Reaction SMILES: [Cl:1][C:2]1[CH:7]=[CH:6][C:5]([C:8]2[N:12]([C:13]3[CH:18]=[CH:17][CH:16]=[CH:15][C:14]=3[O:19]C)[N:11]=[C:10]([CH:21]3[CH2:26][C:25]([CH3:28])([CH3:27])[O:24][C:23]([CH3:30])([CH3:29])[CH2:22]3)[CH:9]=2)=[CH:4][CH:3]=1.B(Br)(Br)Br>C(Cl)Cl>[Cl:1][C:2]1[CH:7]=[CH:6][C:5]([C:8]2[N:12]([C:13]3[CH:18]=[CH:17][CH:16]=[CH:15][C:14]=3[OH:19])[N:11]=[C:10]([CH:21]3[CH2:26][C:25]([CH3:28])([CH3:27])[O:24][C:23]([CH3:30])([CH3:29])[CH2:22]3)[CH:9]=2)=[CH:4][CH:3]=1. Procedure: To a solution of 5-(4-chloro-phenyl)-1-(2-methoxy-phenyl)-3-(2,2,6,6-tetramethyl-tetrahydro-pyran-4-yl)-1H-pyrazole (Example 1) (105 mg, 0.25 mmol) in mL of DCM at −78° C. was added a 1M solution of boron tribromide (0.33 mL, 0.33 mmol) in DCM. After 1 hr at −78° C. the reaction was quenched with 3 mL of 1N HCl and then diluted with 50 mL of EtOAc. The organic layer was washed with 50 mL of NaHCO3 and brine, and dried over Na2SO4. The crude product was purified by silica gel chromatography (Thom... The reactants are O=C([O-])[O-], CC#N, O=C1Cc2cc(C(=O)CCl)ccc2N1, [I-], [K+], [K+], [K+], OC1(Cc2ccccc2)CCNCC1. Product: O=C1Cc2cc(C(=O)CN3CCC(O)(Cc4ccccc4)CC3)ccc2N1. Reaction SMILES: [C:29](=[O:30])([O-:31])[O-:32].[CH3:37][C:38]#[N:39].[Cl:1][CH2:2][C:3](=[O:4])[c:5]1[cH:6][c:7]2[c:11]([cH:12][cH:13]1)[NH:10][C:9](=[O:14])[CH2:8]2.[I-:36].[K+:33].[K+:34].[K+:35].[OH:15][C:16]1([CH2:22][c:23]2[cH:24][cH:25][cH:26][cH:27][cH:28]2)[CH2:17][CH2:18][NH:19][CH2:20][CH2:21]1>>[CH2:2]([C:3](=[O:4])[c:5]1[cH:6][c:7]2[c:11]([cH:12][cH:13]1)[NH:10][C:9](=[O:14])[CH2:8]2)[N:19]1[CH2:18][CH2:17][C:16]([OH:15])([CH2:22][c:23]2[cH:24][cH:25][cH:26][cH:27][cH:28]2)[CH2:21][CH2:20]1. Procedure details: Preparation of the title compound was carried out according to General Method 2. 2-Ethyl-2,3,4,5-tetrahydro-8-methyl-5-(2-(6-methylpyridin-3-yl)ethyl)-1H-pyrido[4,3-b]indole was prepared from 2-ethyl-2,3,4,5-tetrahydro-8-methyl-1H-pyrido[4,3-b]indole (See Example 6) (214 mg, 1 mmol), 2-methyl-5-vinylpyridine (1 mL, 2.3 mmol) and NaH (120 mg, 3 mmol) in DMSO (4 ml) at 120° C. for 48 h to obtain 10 mg of 2-ethyl-2,3,4,5-tetrahydro-8-methyl-5-(2-(6-methylpyridin-3-yl)ethyl)-1H-pyrido[4,3-b]indole a... Reactants: C(C)N1CC2=C(NC=3C=CC(=CC23)C)CC1 (2-ethyl-2,3,4,5-tetrahydro-8-methyl-1H-pyrido[4,3-b]indole), CC1=NC=C(C=C1)C=C (2-methyl-5-vinylpyridine), [H-].[Na+] (NaH). RXN SMILES: [CH2:1]([N:3]1[CH2:16][CH2:15][C:6]2[NH:7][C:8]3[CH:9]=[CH:10][C:11]([CH3:14])=[CH:12][C:13]=3[C:5]=2[CH2:4]1)[CH3:2].[CH3:17][C:18]1[CH:23]=[CH:22][C:21]([CH:24]=[CH2:25])=[CH:20][N:19]=1.[H-].[Na+]>CS(C)=O>[CH2:1]([N:3]1[CH2:16][CH2:15][C:6]2[N:7]([CH2:25][CH2:24][C:21]3[CH:20]=[N:19][C:18]([CH3:17])=[CH:23][CH:22]=3)[C:8]3[CH:9]=[CH:10][C:11]([CH3:14])=[CH:12][C:13]=3[C:5]=2[CH2:4]1)[CH3:2] |f:2.3|. The solvent is CS(=O)C (DMSO). Yields the product C(C)N1CC2=C(N(C=3C=CC(=CC23)C)CCC=2C=NC(=CC2)C)CC1 (2-ethyl-2,3,4,5-tetrahydro-8-methyl-5-(2-(6-methylpyridin-3-yl)ethyl)-1H-pyrido[4,3-b]indole). Isolated yield 3.0%. RXN SMILES: [C:1]([O:5][C:6]([NH:8][C@H:9]1[C@H:22]([OH:23])[CH2:21][C:20]2[C:19]3[C:14](=[CH:15][CH:16]=[CH:17][CH:18]=3)[CH:13]=[CH:12][C:11]=2[CH2:10]1)=[O:7])([CH3:4])([CH3:3])[CH3:2].CC(OI1(OC(C)=O)(OC(C)=O)OC(=O)C2C=CC=CC1=2)=O>C(Cl)Cl>[C:1]([O:5][C:6]([NH:8][CH:9]1[C:22](=[O:23])[CH2:21][C:20]2[C:19]3[C:14](=[CH:15][CH:16]=[CH:17][CH:18]=3)[CH:13]=[CH:12][C:11]=2[CH2:10]1)=[O:7])([CH3:4])([CH3:2])[CH3:3]. The solvent is C(Cl)Cl (methylene chloride). Reported procedure: Under argon to a solution of trans 2-tertbutoxycarbonylamino-1,2,3,4-tetrahydro-3-phenanthrenol (140 mg) in anhydrous methylene chloride (5 ml) was added Dess-Martin periodinane (281 mg). Agitation was maintained for 1 hour at room temperature and the reaction mixture was filtered on silica gel (30 g, elution with ethyl acetate:cyclohexane, 1:9). Evaporation of solvents gave the crude title compound (136 mg) which was recrystallized from a pentane/ethyl acetate mixture. The title compound was ob... The reactants are C(C)(C)(C)OC(=O)N[C@@H]1CC=2C=CC3=CC=CC=C3C2C[C@H]1O (trans 2-tertbutoxycarbonylamino-1,2,3,4-tetrahydro-3-phenanthrenol), CC(=O)OI1(C=2C=CC=CC2C(=O)O1)(OC(=O)C)OC(=O)C (Dess-Martin periodinane). The product is C(C)(C)(C)OC(=O)NC1CC=2C=CC3=CC=CC=C3C2CC1=O (2-tertbutoxycarbonylamino-1,2-dihydro-3-(4H)-phenanthrenone), needles. As a reaction SMILES: [CH3:1][C:2]1([CH3:42])[O:3][CH2:4][CH:5]([CH2:7][CH2:8][NH:9][C:10](=[O:11])[CH:12]2[NH:13][CH:14]([CH2:35][C:36]([CH2:37][CH2:38][NH2:39])([CH3:40])[CH3:41])[C:15]([C:25]#[N:26])([c:27]3[c:28]([F:34])[cH:29][c:30]([Cl:33])[cH:31][cH:32]3)[CH:16]2[c:17]2[c:18]([F:24])[c:19]([Cl:23])[cH:20][cH:21][cH:22]2)[O:6]1.[ClH:43].[O:44]1[CH2:45][CH2:46][CH2:47][CH2:48]1>>[OH:3][CH2:4][CH:5]([OH:6])[CH2:7][CH2:8][NH:9][C:10](=[O:11])[CH:12]1[NH:13][CH:14]([CH2:35][C:36]([CH2:37][CH2:38][NH2:39])([CH3:40])[CH3:41])[C:15]([C:25]#[N:26])([c:27]2[c:28]([F:34])[cH:29][c:30]([Cl:33])[cH:31][cH:32]2)[CH:16]1[c:17]1[c:18]([F:24])[c:19]([Cl:23])[cH:20][cH:21][cH:22]1. Product: CC(C)(CCN)CC1NC(C(=O)NCCC(O)CO)C(c2cccc(Cl)c2F)C1(C#N)c1ccc(Cl)cc1F. Starting materials: CC(C)(CCN)CC1NC(C(=O)NCCC2COC(C)(C)O2)C(c2cccc(Cl)c2F)C1(C#N)c1ccc(Cl)cc1F, Cl, C1CCOC1.